Dataset: the Open Reaction Database (ORD), a public repository of structured organic reaction records. Task: describe an organic reaction: reactants, conditions, products, and yield Starting materials: O1C(CCCC1)ONC(=O)[C@@H](C\C=C\C1=CC=CC=C1)[C@H](C(=O)NN(CC1=CC=C(C=C1)[N+](=O)[O-])S(=O)(=O)C)CC(C)C ((E)-2(R)-[1(S)-[(tetrahydro-2(RS)-pyranyloxy)carbamoyl]-4-phenyl-3-butenyl]-2′-(methanesulphonyl)-4-methyl-2′-(4-nitrobenzyl)valerohydrazide), ( iii ), O1C(CCCC1)ONC(=O)[C@@H](C\C=C\C1=CC=CC=C1)[C@H](C(=O)NNS(=O)(=O)C)CC(C)C ((E)-(2R)-[1(S)-[(tetrahydro-2(RS)-pyranyloxy)carbamoyl]-4-phenyl-3-butenyl]-2′-(methanesulphonyl)-4-methylvalerohydrazide), [N+](=O)([O-])C1=CC=C(CBr)C=C1 (4-nitrobenzyl bromide). Procedure details: The (E)-2(R)-[1(S)-[(tetrahydro-2(RS)-pyranyloxy)carbamoyl]-4-phenyl-3-butenyl]-2′-(methanesulphonyl)-4-methyl-2′-(4-nitrobenzyl)valerohydrazide used as the starting material was prepared in an analogous manner to that described in Example 15, part (iii), starting from (E)-(2R)-[1(S)-[(tetrahydro-2(RS)-pyranyloxy)carbamoyl]-4-phenyl-3-butenyl]-2′-(methanesulphonyl)-4-methylvalerohydrazide by reaction with 4-nitrobenzyl bromide. The product is ONC(=O)[C@@H](C\C=C\C1=CC=CC=C1)[C@H](C(=O)NN(CC1=CC=C(C=C1)[N+](=O)[O-])S(=O)(=O)C)CC(C)C ((E)-2(R)-[1(S)-(Hydroxycarbamoyl)-4-phenyl-3-butenyl]-2′-(methanesulphonyl)-4-methyl-2′-(4-nitrobenzyl)valerohydrazide). As a reaction SMILES: O1CCCCC1[O:7][NH:8][C:9]([C@H:11]([C@@H:21]([CH2:40][CH:41]([CH3:43])[CH3:42])[C:22]([NH:24][N:25]([S:36]([CH3:39])(=[O:38])=[O:37])[CH2:26][C:27]1[CH:32]=[CH:31][C:30]([N+:33]([O-:35])=[O:34])=[CH:29][CH:28]=1)=[O:23])[CH2:12]/[CH:13]=[CH:14]/[C:15]1[CH:20]=[CH:19][CH:18]=[CH:17][CH:16]=1)=[O:10].O1CCCCC1ONC([C@H]([C@@H](CC(C)C)C(NNS(C)(=O)=O)=O)C/C=C/C1C=CC=CC=1)=O.[N+](C1C=CC(CBr)=CC=1)([O-])=O>>[OH:7][NH:8][C:9]([C@H:11]([C@@H:21]([CH2:40][CH:41]([CH3:43])[CH3:42])[C:22]([NH:24][N:25]([S:36]([CH3:39])(=[O:37])=[O:38])[CH2:26][C:27]1[CH:28]=[CH:29][C:30]([N+:33]([O-:35])=[O:34])=[CH:31][CH:32]=1)=[O:23])[CH2:12]/[CH:13]=[CH:14]/[C:15]1[CH:20]=[CH:19][CH:18]=[CH:17][CH:16]=1)=[O:10]. Reactants: BrB(Br)Br, ClCCl, C=CCOC(=O)C=Cc1ccc(OC)c(OCC2CCC(C)(C(=O)OCC=C)CC2)c1, [Cl-], [NH4+]. Reaction SMILES: [B:1]([Br:2])([Br:3])[Br:4].[CH2:38]([Cl:39])[Cl:40].[CH2:5]([CH:6]=[CH2:7])[O:8][C:9](=[O:10])[C:11]1([CH3:35])[CH2:12][CH2:13][CH:14]([CH2:17][O:18][c:19]2[cH:20][c:21]([CH:22]=[CH:23][C:24](=[O:25])[O:26][CH2:27][CH:28]=[CH2:29])[cH:30][cH:31][c:32]2[O:33][CH3:34])[CH2:15][CH2:16]1.[Cl-:36].[NH4+:37]>>[CH2:5]([CH:6]=[CH2:7])[O:8][C:9](=[O:10])[C:11]1([CH3:35])[CH2:12][CH2:13][CH:14]([CH2:17][O:18][c:19]2[cH:20][c:21]([CH:22]=[CH:23][C:24](=[O:25])[O:26][CH2:27][CH:28]=[CH2:29])[cH:30][cH:31][c:32]2[OH:33])[CH2:15][CH2:16]1. The product is C=CCOC(=O)C=Cc1ccc(O)c(OCC2CCC(C)(C(=O)OCC=C)CC2)c1.